From a dataset of the Open Reaction Database (ORD), a public repository of structured organic reaction records. describe an organic reaction: reactants, conditions, products, and yield Run in C(C)OCC (ethyl ether), C(C)OCC (ethyl ether). The reactants are C(\C=C/C(=O)[O-])(=O)[O-] (maleate), C(\C=C/C(=O)O)(=O)O (maleic acid), C(C)(C)(C)NCC(COC=1SC(=CN1)C(=O)NCCC12CC3CC(CC(C1)C3)C2)O (1-t-butylamino-3-[5-(2-[adamant-1-yl]ethylaminocarbonyl)thiazol-2-yloxy]-propan-2-ol), C(C)O (ethanol). Conditions: time 1 hour. Procedure: This example illustrates methods of preparing the maleate addition salts of compounds of formula C. In this example one gram of 1-t-butylamino-3-[5-(2-[adamant-1-yl]ethylaminocarbonyl)thiazol-2-yloxy]-propan-2-ol is dissolved in a solution of 5 ml. of ethyl ether and 5 ml. of ethanol at 20° C. To this solution is added 10 ml. of a saturated solution of maleic acid in ethyl ether. The mixtutre is allowed to stand for one hour at room temperature. The resulting precipitate is recovered by filtrati... Yields the product C(\C=C/C(=O)O)(=O)O.C(C)(C)(C)NCC(COC=1SC(=CN1)C(=O)NCCC12CC3CC(CC(C1)C3)C2)O (1-t-butylamino-3-[5-(2-[adamant-1-yl]ethylaminocarbonyl)thiazol-2-yloxy]-propan-2-ol maleate). Reaction SMILES: [C:1]([O-:8])(=[O:7])/[CH:2]=[CH:3]\[C:4]([O-:6])=[O:5].[C:9]([NH:13][CH2:14][CH:15]([OH:38])[CH2:16][O:17][C:18]1[S:19][C:20]([C:23]([NH:25][CH2:26][CH2:27][C:28]23[CH2:37][CH:32]4[CH2:33][CH:34]([CH2:36][CH:30]([CH2:31]4)[CH2:29]2)[CH2:35]3)=[O:24])=[CH:21][N:22]=1)([CH3:12])([CH3:11])[CH3:10].C(O)C.C(O)(=O)/C=C\C(O)=O>C(OCC)C>[C:1]([OH:8])(=[O:7])/[CH:2]=[CH:3]\[C:4]([OH:6])=[O:5].[C:9]([NH:13][CH2:14][CH:15]([OH:38])[CH2:16][O:17][C:18]1[S:19][C:20]([C:23]([NH:25][CH2:26][CH2:27][C:28]23[CH2:35][CH:34]4[CH2:36][CH:30]([CH2:31][CH:32]([CH2:33]4)[CH2:37]2)[CH2:29]3)=[O:24])=[CH:21][N:22]=1)([CH3:12])([CH3:10])[CH3:11] |f:5.6|.